This data is from the Open Reaction Database (ORD), a public repository of structured organic reaction records. The task is: describe an organic reaction: reactants, conditions, products, and yield Reactants: N#CC1(NC(=O)C2CC(S(=O)(=O)c3ccc(Br)cc3Cl)CC2C(=O)N2CCC(F)(F)C2)CC1, OB(O)c1ccnc(Cl)c1. Yields the product N#CC1(NC(=O)C2CC(S(=O)(=O)c3ccc(-c4ccnc(Cl)c4)cc3Cl)CC2C(=O)N2CCC(F)(F)C2)CC1. RXN SMILES: [C:1](#[N:2])[C:3]1([NH:6][C:7](=[O:8])[CH:9]2[CH:10]([C:25](=[O:26])[N:27]3[CH2:28][C:29]([F:32])([F:33])[CH2:30][CH2:31]3)[CH2:11][CH:12]([S:14](=[O:15])(=[O:16])[c:17]3[c:18]([Cl:24])[cH:19][c:20]([Br:23])[cH:21][cH:22]3)[CH2:13]2)[CH2:4][CH2:5]1.[Cl:34][c:35]1[n:36][cH:37][cH:38][c:39]([B:41]([OH:42])[OH:43])[cH:40]1>>[C:1](#[N:2])[C:3]1([NH:6][C:7](=[O:8])[CH:9]2[CH:10]([C:25](=[O:26])[N:27]3[CH2:28][C:29]([F:32])([F:33])[CH2:30][CH2:31]3)[CH2:11][CH:12]([S:14](=[O:15])(=[O:16])[c:17]3[c:18]([Cl:24])[cH:19][c:20](-[c:39]4[cH:38][cH:37][n:36][c:35]([Cl:34])[cH:40]4)[cH:21][cH:22]3)[CH2:13]2)[CH2:4][CH2:5]1. Reactants: C#CCC(CC#C)C(=O)OC, Cl, [Na+], [OH-], O. Product: C#CCC(CC#C)C(=O)O. Reaction SMILES: [CH2:1]([C:2]#[CH:3])[CH:4]([C:5](=[O:6])[O:7][CH3:8])[CH2:9][C:10]#[CH:11].[ClH:14].[Na+:13].[OH-:12].[OH2:15]>>[CH2:1]([C:2]#[CH:3])[CH:4]([C:5](=[O:6])[OH:7])[CH2:9][C:10]#[CH:11]. The reactants are C1CCOC1, [Li+], [OH-], O, COC(=O)CC1Cc2ccc(OCCCNc3ccccn3)cc2CN(CC(F)(F)F)C1=O. Product: O=C(O)CC1Cc2ccc(OCCCNc3ccccn3)cc2CN(CC(F)(F)F)C1=O. Reaction SMILES: [CH2:36]1[O:37][CH2:38][CH2:39][CH2:40]1.[Li+:2].[OH-:1].[OH2:41].[n:3]1[c:4]([NH:9][CH2:10][CH2:11][CH2:12][O:13][c:14]2[cH:15][c:16]3[c:17]([cH:34][cH:35]2)[CH2:18][CH:19]([CH2:29][C:30](=[O:31])[O:32][CH3:33])[C:20](=[O:28])[N:21]([CH2:23][C:24]([F:25])([F:26])[F:27])[CH2:22]3)[cH:5][cH:6][cH:7][cH:8]1>>[n:3]1[c:4]([NH:9][CH2:10][CH2:11][CH2:12][O:13][c:14]2[cH:15][c:16]3[c:17]([cH:34][cH:35]2)[CH2:18][CH:19]([CH2:29][C:30](=[O:31])[OH:32])[C:20](=[O:28])[N:21]([CH2:23][C:24]([F:25])([F:26])[F:27])[CH2:22]3)[cH:5][cH:6][cH:7][cH:8]1. Starting materials: C[Mg+].[Br-] (MeMgBr), C(=O)(OC(C)(C)C)N1CCC(CC1)=O (N-Boc-piperidin-4-one), [NH4+].[Cl-] (NH4Cl). Solvent: C1CCOC1 (THF). Reaction conditions: temperature -40 celsius, time 2 hour. Product: OC1(CCN(CC1)C(=O)OC(C)(C)C)C (tert-butyl 4-hydroxy-4-methylpiperidine-1-carboxylate). Isolated yield 92.9%. RXN SMILES: [C:1]([N:8]1[CH2:13][CH2:12][C:11](=[O:14])[CH2:10][CH2:9]1)([O:3][C:4]([CH3:7])([CH3:6])[CH3:5])=[O:2].[CH3:15][Mg+].[Br-].[NH4+].[Cl-]>C1COCC1>[OH:14][C:11]1([CH3:15])[CH2:12][CH2:13][N:8]([C:1]([O:3][C:4]([CH3:7])([CH3:6])[CH3:5])=[O:2])[CH2:9][CH2:10]1 |f:1.2,3.4|. Procedure: A solution of N-Boc-piperidin-4-one (1.0 g, 5.0 mmol) was dissolved in THF (20 mL) and then cooled to −40° C. MeMgBr (2.8 M, 7.2 mL, 20 mmol) was added slowly over 10 min. The reaction mixture was allowed to warm to ambient temperature and stirred for 2 h. The mixture was cooled to 0° C. and saturated aqueous NH4Cl (50 mL) was added. The resulting mixture was extracted with EtOAc (100 mL). The organic layer was washed with water (50 mL) and brine (50 mL), dried over anhydrous sodium sulfate, and... The reactants are Cl.C1(CC1)CON (O-(cyclopropylmethyl)hydroxylamine hydrochloride), CO (methanol), O.Cl.Cl.NCC(=O)CN (1,3-Diaminoacetone dihydrochloride monohydrate). Product: Cl.C1(CC1)CON=C1CN=CNC1 (1,6-Dihydro-5(4H)-pyrimidinone O-(cyclopropylmethyl)-oxime monohydrochloride). Isolated yield 57.0%. As a reaction SMILES: O.[ClH:2].Cl.[NH2:4][CH2:5][C:6]([CH2:8][NH2:9])=O.Cl.[CH:11]1([CH2:14][O:15][NH2:16])[CH2:13][CH2:12]1.[CH3:17]O>>[ClH:2].[CH:11]1([CH2:14][O:15][N:16]=[C:6]2[CH2:8][NH:9][CH:17]=[N:4][CH2:5]2)[CH2:13][CH2:12]1 |f:0.1.2.3,4.5,7.8|. Reported procedure: 1,3-Diaminoacetone dihydrochloride monohydrate (2.00 g, 11.2 mmol) was dissolved in refluxing methanol and O-(cyclopropylmethyl)hydroxylamine hydrochloride (2.60 g, 21.1 mmol) was added. After refluxing for 96 hours the solvent was evaporated. The crude product was dissolved in methanol and an excess of trimethylorthoformate was added to the reaction mixture which was heated to reflux. After 48 hours the solvent was removed in vacuo. Crystallization from methanol/ethyl acetate afforded 1.30 g (5...